Dataset: the Open Reaction Database (ORD), a public repository of structured organic reaction records. Task: describe an organic reaction: reactants, conditions, products, and yield Starting materials: NC(=O)N (urea), C=O (formalin), C1(=CC=CC=C1)O (Phenol), C=O (formalin), C1(=CC=C(C=C1)S(=O)(=O)O)C (p-toluene sulphonic acid), [OH-].[Na+] (sodium hydroxide), [OH-].[Na+] (sodium hydroxide). Conditions: temperature 80 celsius, time 30 minute. Yields the product C=O.C1(=CC=CC=C1)O (PHENOL-FORMALDEHYDE). RXN SMILES: [C:1]1([OH:7])[CH:6]=[CH:5][CH:4]=[CH:3][CH:2]=1.C=O.[OH-].[Na+].C1(C)C=CC(S(O)(=O)=O)=CC=1.NC(N)=O>>[CH2:1]=[O:7].[C:1]1([OH:7])[CH:6]=[CH:5][CH:4]=[CH:3][CH:2]=1 |f:2.3,6.7|. Reported procedure: Phenol ( 1 mol) and 50% formalin (0.6 mol) were charged to a reaction vessel and the temperature maintained below 40° C. whilst sodium hydroxide (0.004 mol) was added. The temperature was then raised to 80° C. The temperature was maintained at 80° C. while a second charge of 50% formalin (1.0 mol) was added slowly over 30 minutes and the temperature maintained at 80° C. for a further 15 minutes. The mixture was then held at 70° C. for a further 30 minutes. The pH was adjusted with p-toluene sulp... The reactants are O=C([O-])CBr, CCOC(C)=O, CN(C)C=O, [H-], [Na+], O, c1cc2[nH]ccn2n1. The product is CCOC(=O)Cn1ccn2nccc12. As a reaction SMILES: [Br:11][CH2:12][C:13]([O-:14])=[O:15].[CH3:16][CH2:17][O:18][C:19]([CH3:20])=[O:21].[CH3:22][N:23]([CH3:24])[CH:25]=[O:26].[H-:1].[Na+:2].[OH2:27].[nH:3]1[cH:4][cH:5][n:6]2[n:7][cH:8][cH:9][c:10]12>>[n:3]1([CH2:20][C:19]([O:18][CH2:17][CH3:16])=[O:21])[cH:4][cH:5][n:6]2[n:7][cH:8][cH:9][c:10]12. The reactants are C(C)OC(CC(=O)CCl)=O (4-chloroacetoacetic acid ethyl ester), COC1=C(C=O)C=C(C(=C1)OC)OC (2,4,5-trimethoxybenzaldehyde), C(C)(=O)O (acetic acid), N1CCCCC1 (piperidine). Run in C1=CC=CC=C1 (benzene), O (water), C(C)(=O)OCC (ethyl acetate). Run at time 2 hour. Product: C(C)OC(C(C(CCl)=O)=CC1=C(C=C(C(=C1)OC)OC)OC)=O (2-(2,4,5-Trimethoxybenzylidene)-3-oxo-4-chlorobutyric acid ethyl ester). Isolated yield 28.6%. As a reaction SMILES: [CH2:1]([O:3][C:4](=[O:10])[CH2:5][C:6]([CH2:8][Cl:9])=[O:7])[CH3:2].[CH3:11][O:12][C:13]1[CH:20]=[C:19]([O:21][CH3:22])[C:18]([O:23][CH3:24])=[CH:17][C:14]=1[CH:15]=O.C(O)(=O)C.N1CCCCC1>C1C=CC=CC=1.C(OCC)(=O)C.O>[CH2:1]([O:3][C:4](=[O:10])[C:5](=[CH:15][C:14]1[CH:17]=[C:18]([O:23][CH3:24])[C:19]([O:21][CH3:22])=[CH:20][C:13]=1[O:12][CH3:11])[C:6](=[O:7])[CH2:8][Cl:9])[CH3:2]. Reported procedure: 42 g of 4-chloroacetoacetic acid ethyl ester, 50 g of 2,4,5-trimethoxybenzaldehyde, 2.5 ml of glacial acetic acid and 1 ml of piperidine were dissolved in 60 ml of benzene and the solution was boiled for two hours using a water separator. Although conversion was not yet complete, the mixture was worked up. It was diluted with 200 ml of ethyl acetate, extracted in each case three times with saturated sodium bicarbonate solution, water, 1 M citric acid solution and again with water, dried and evap... Yield: 52.6%. Reported procedure: 984 mg of (2R,4R)-4-dimethylcarbamoyloxy-2-{2-[6-fluoro-2-(2-phenylethyl)phenoxy]ethyl}-1-octyloxycarbonylpyrrolidine [prepared as described in step (a) above], 20 ml of tetrahydrofuran and 200 mg of lithium aluminum hydride were allowed to react together and subsequently treated in the same manner as described in step (b) of Example 1. The concentrated substance thus obtained was purified by silica gel column chromatography, using a 5:1 by volume mixture of methylene chloride and methanol as th... As a reaction SMILES: CN(C)C([O:5][C@H:6]1[CH2:10][N:9]([C:11](OCCCCCCCC)=O)[C@H:8]([CH2:22][CH2:23][O:24][C:25]2[C:30]([F:31])=[CH:29][CH:28]=[CH:27][C:26]=2[CH2:32][CH2:33][C:34]2[CH:39]=[CH:38][CH:37]=[CH:36][CH:35]=2)[CH2:7]1)=O.[H-].[Al+3].[Li+].[H-].[H-].[H-]>O1CCCC1>[F:31][C:30]1[C:25]([O:24][CH2:23][CH2:22][C@@H:8]2[CH2:7][C@@H:6]([OH:5])[CH2:10][N:9]2[CH3:11])=[C:26]([CH2:32][CH2:33][C:34]2[CH:39]=[CH:38][CH:37]=[CH:36][CH:35]=2)[CH:27]=[CH:28][CH:29]=1 |f:1.2.3.4.5.6|. Starting materials: CN(C(=O)O[C@@H]1C[C@H](N(C1)C(=O)OCCCCCCCC)CCOC1=C(C=CC=C1F)CCC1=CC=CC=C1)C ((2R,4R)-4-dimethylcarbamoyloxy-2-{2-[6-fluoro-2-(2-phenylethyl)phenoxy]ethyl}-1-octyloxycarbonylpyrrolidine), [H-].[Al+3].[Li+].[H-].[H-].[H-] (lithium aluminum hydride). The solvent is O1CCCC1 (tetrahydrofuran). The product is FC1=CC=CC(=C1OCC[C@H]1N(C[C@@H](C1)O)C)CCC1=CC=CC=C1 ((2R,4R)-2-{2-[6-Fluoro-2-(2-phenylethyl)phenoxy]ethyl}-4-hydroxy-1-methylpyrrolidine). The reactants are C(C)(=O)C1=CC=C(NS(=O)(=O)C)C=C1 (4'-acetylmethanesulfonanilide), C=O (paraformaldehyde), Cl.N1CCCC1 (pyrrolidine hydrochloride), Cl (hydrochloric acid). The reagents and catalysts are C(C)O (ethanol). The solvent is C(C)O (ethanol). Run at time 8 hour. The product is Cl.N1(CCCC1)CCC(=O)C1=CC=C(NS(=O)(=O)C)C=C1 (4'-[3-(1-PYRROLIDINYL)PROPIONYL]-METHANESULFONANILIDE HYDROCHLORIDE). As a reaction SMILES: [C:1]([C:4]1[CH:14]=[CH:13][C:7]([NH:8][S:9]([CH3:12])(=[O:11])=[O:10])=[CH:6][CH:5]=1)(=[O:3])[CH3:2].[CH2:15]=O.[ClH:17].[NH:18]1[CH2:22][CH2:21][CH2:20][CH2:19]1.Cl>C(O)C>[ClH:17].[N:18]1([CH2:15][CH2:2][C:1]([C:4]2[CH:14]=[CH:13][C:7]([NH:8][S:9]([CH3:12])(=[O:10])=[O:11])=[CH:6][CH:5]=2)=[O:3])[CH2:22][CH2:21][CH2:20][CH2:19]1 |f:2.3,6.7|. Procedure: A mixture of 4'-acetylmethanesulfonanilide (21.5 g., 0.1 mole), 95% paraformaldehyde (10 g., 0.3 mole), pyrrolidine hydrochloride (10.8 g., 0.1 mole) in 150 ml. of ethanol containing 1 drop of concentrated hydrochloric acid is refluxed for a period of 4 hr. at steam bath temperature and then for an additional period of 8 hr. permitting the ethanol to evaporate. The resulting glassy residue is stirred with 300 ml. of hot acetone providing a crystalline material which is collected and crystallized... The reactants are Cl.Cl.[C@H]1(CCCN2CCCC[C@H]12)CN1CCC(CC1)NC(=O)C=1NC2=CC=CC(=C2C1)OCC1=COC2=C1C=CC(=C2)F (4-(6-Fluoro-benzofuran-3-ylmethoxy)-1H-indole-2-carboxylic acid {1-[(1S,9aR)-1-(octahydro-quinolizin-1-yl)methyl]-piperidin-4-yl}-amide dihydrochloride), Cl.Cl.Cl.NC1CCN(CC1)C[C@H](C)N1CCC(CC1)O (1-[(S)-2-(4-Amino-piperidin-1-yl)-1-methyl-ethyl]-piperidin-4-ol tri-hydrochloride). Product: Cl.Cl.OC1CCN(CC1)[C@H](CN1CCC(CC1)NC(=O)C=1NC2=CC=CC(=C2C1)OCC1=COC2=C1C=CC(=C2)F)C (4-(6-Fluoro-benzofuran-3-ylmethoxy)-1H-indole-2-carboxylic acid {1-[(S)-2-(4-hydroxy-piperidin-1-yl)-propyl]-piperidin-4-yl}-amide dihydrochloride). As a reaction SMILES: [ClH:1].Cl.[C@H]1([CH2:13][N:14]2[CH2:19][CH2:18][CH:17]([NH:20][C:21]([C:23]3[NH:24][C:25]4[C:30]([CH:31]=3)=[C:29]([O:32][CH2:33][C:34]3[C:38]5[CH:39]=[CH:40][C:41]([F:43])=[CH:42][C:37]=5[O:36][CH:35]=3)[CH:28]=[CH:27][CH:26]=4)=[O:22])[CH2:16][CH2:15]2)[C@@H]2N(CCCC2)CCC1.Cl.Cl.Cl.NC1CCN([CH2:54][C@@H:55]([N:57]2[CH2:62][CH2:61][CH:60]([OH:63])[CH2:59][CH2:58]2)C)CC1>>[ClH:1].[ClH:1].[OH:63][CH:60]1[CH2:61][CH2:62][N:57]([C@@H:55]([CH3:54])[CH2:13][N:14]2[CH2:19][CH2:18][CH:17]([NH:20][C:21]([C:23]3[NH:24][C:25]4[C:30]([CH:31]=3)=[C:29]([O:32][CH2:33][C:34]3[C:38]5[CH:39]=[CH:40][C:41]([F:43])=[CH:42][C:37]=5[O:36][CH:35]=3)[CH:28]=[CH:27][CH:26]=4)=[O:22])[CH2:16][CH2:15]2)[CH2:58][CH2:59]1 |f:0.1.2,3.4.5.6,7.8.9|. Procedure details: This compound is synthesized from 4-(6-fluoro-benzofuran-3-ylmethoxy)-1H-indole-2-carboxylic acid (106, see example 55) and amine 50 analogously to the method described in example 1. The reactants are ClC=1C=CC(=C(C=O)C1)OCCC1=CC=CC=C1 (5-chloro-2-(2-phenylethoxy)benzaldehyde), CC(C)([O-])C.[K+] (potassium t-butoxide), C(C)OP(=O)(OCC)CC(=O)OCC (ethyl diethylphosphonoacetate), saturated aqueous solution, C(O)([O-])=O.[Na+] (sodium hydrogencarbonate). Run in O1CCCC1 (tetrahydrofuran), O1CCCC1 (tetrahydrofuran). Reaction conditions: time 1 hour. The product is ClC=1C=CC(=C(C=CC(=O)OCC)C1)OCCC1=CC=CC=C1 (ethyl 5-chloro-2-(2-phenylethoxy)cinnamate). The yield is 168.7%. RXN SMILES: CC(C)([O-])C.[K+].C(OP([CH2:15][C:16]([O:18][CH2:19][CH3:20])=[O:17])(OCC)=O)C.[Cl:21][C:22]1[CH:23]=[CH:24][C:25]([O:30][CH2:31][CH2:32][C:33]2[CH:38]=[CH:37][CH:36]=[CH:35][CH:34]=2)=[C:26]([CH:29]=1)[CH:27]=O.C(=O)([O-])O.[Na+]>O1CCCC1>[Cl:21][C:22]1[CH:23]=[CH:24][C:25]([O:30][CH2:31][CH2:32][C:33]2[CH:34]=[CH:35][CH:36]=[CH:37][CH:38]=2)=[C:26]([CH:29]=1)[CH:27]=[CH:15][C:16]([O:18][CH2:19][CH3:20])=[O:17] |f:0.1,4.5|. Procedure: In an argon gas stream, 3.49 g of potassium t-butoxide was added to a solution of 8.36 g of ethyl diethylphosphonoacetate in 100 ml of tetrahydrofuran under ice-cooling. The obtained mixture was then stirred at the same temperature for 1 hour. Next, a solution of 5.40 g of 5-chloro-2-(2-phenylethoxy)benzaldehyde in 30 ml of tetrahydrofuran was added dropwise to the reaction mixture and the resulting mixture was stirred at the same temperature for 1 hour and then at room temperature for 19 hours.... The reactants are N1=C(C=CC=C1)C1=C(C=C2C(=N1)SC=C2)C(C)N (1-(6-(pyridin-2-yl)thieno[2,3-b]pyridin-5-yl)ethanamine), ClC1=C2NC=NC2=NC=N1 (6-chloropurine), C(C)(C)N(CC)C(C)C (diisopropylethylamine). Solvent: C(CCC)O (n-butanol). Run at temperature 110 celsius. Product: N1=C(C=CC=C1)C1=C(C=C2C(=N1)SC=C2)C(C)NC2=C1N=CNC1=NC=N2 (racemic N-(1-(6-(pyridin-2-yl)thieno[2,3-b]pyridin-5-yl)ethyl)-9H-purin-6-amine). Reaction SMILES: [N:1]1[CH:6]=[CH:5][CH:4]=[CH:3][C:2]=1[C:7]1[N:12]=[C:11]2[S:13][CH:14]=[CH:15][C:10]2=[CH:9][C:8]=1[CH:16]([NH2:18])[CH3:17].Cl[C:20]1[N:28]=[CH:27][N:26]=[C:25]2[C:21]=1[NH:22][CH:23]=[N:24]2.C(N(C(C)C)CC)(C)C>C(O)CCC>[N:1]1[CH:6]=[CH:5][CH:4]=[CH:3][C:2]=1[C:7]1[N:12]=[C:11]2[S:13][CH:14]=[CH:15][C:10]2=[CH:9][C:8]=1[CH:16]([NH:18][C:20]1[N:28]=[CH:27][N:26]=[C:25]2[C:21]=1[N:22]=[CH:23][NH:24]2)[CH3:17]. Reported procedure: To a reaction flask containing 1-(6-(pyridin-2-yl)thieno[2,3-b]pyridin-5-yl)ethanamine (134 mg, 0.525 mmol), 6-chloropurine (97 mg, 0.63 mmol, 1.2 eq) and diisopropylethylamine (137 μL, 0.79 mmol, 1.5 eq) was added 5 mL of n-butanol. The reaction was heated to 110° C. for 24 h, then cooled to rt and concentrated in vacuo. The residue was dissolved in ethyl acetate (˜50 mL) with heat and sonication, then washed with 5 mL water and 5 mL brine. The organic layer was dried over MgSO4, filtered, and ... The reactants are ClC1=NC=C(C(=N1)N[C@@H](CO)C)C=1SC=CC1 ((R)-2-(2-chloro-5-(2-thienyl)pyrimidine-4-ylamino)propan-1-ol), NC1=CC=C(C=C1)S(=O)(=NC(NC1=CC=C(C=C1)N(C)C)=O)C ((RS)—S-(4-aminophenyl)-N-(4-dimethylamino-phenylcarbamoyl)-S-methylsulphoximide). Yields the product CN(C1=CC=C(C=C1)NC(=O)N=S(=O)(C)C1=CC=C(C=C1)NC1=NC=C(C(=N1)N[C@@H](CO)C)C=1SC=CC1)C ((RS)—N-(4-dimethylamino-phenylcarbamoyl)-S-(4-{[4-{[(R)-2-hydroxy-1-methylethyl]amino}-5-(2-thienyl)pyrimidine-2-yl]amino}phenyl)-S-methylsulfoximide). Isolated yield 21.0%. Reaction SMILES: Cl[C:2]1[N:7]=[C:6]([NH:8][C@H:9]([CH3:12])[CH2:10][OH:11])[C:5]([C:13]2[S:14][CH:15]=[CH:16][CH:17]=2)=[CH:4][N:3]=1.[NH2:18][C:19]1[CH:24]=[CH:23][C:22]([S:25]([CH3:40])(=[N:27][C:28](=[O:39])[NH:29][C:30]2[CH:35]=[CH:34][C:33]([N:36]([CH3:38])[CH3:37])=[CH:32][CH:31]=2)=[O:26])=[CH:21][CH:20]=1>>[CH3:37][N:36]([CH3:38])[C:33]1[CH:32]=[CH:31][C:30]([NH:29][C:28]([N:27]=[S:25]([C:22]2[CH:23]=[CH:24][C:19]([NH:18][C:2]3[N:7]=[C:6]([NH:8][C@H:9]([CH3:12])[CH2:10][OH:11])[C:5]([C:13]4[S:14][CH:15]=[CH:16][CH:17]=4)=[CH:4][N:3]=3)=[CH:20][CH:21]=2)([CH3:40])=[O:26])=[O:39])=[CH:35][CH:34]=1. Procedure details: In the reaction of (R)-2-(2-chloro-5-(2-thienyl)pyrimidine-4-ylamino)propan-1-ol (146.4 mg, 0.54 mmol) with (RS)—S-(4-aminophenyl)-N-(4-dimethylamino-phenylcarbamoyl)-S-methylsulphoximide (164 mg, 0.49 mmol) according to procedure 5c, the desired product is obtained in 21% yield (59 mg) after chromatographic purification (silica gel, dichloromethane/ethanol (0%-20% ethanol)). The reactants are CCCCCC, COc1ccc(CNc2nc(-c3ccccc3)c(-c3ccc(=O)n(C(C)C)n3)nc2C#N)cc1, COc1ccc(CCl)cc1, ClC(Cl)Cl, [H-], [Na+], O. The product is COc1ccc(CN(Cc2ccc(OC)cc2)c2nc(-c3ccccc3)c(-c3ccc(=O)n(C(C)C)n3)nc2C#N)cc1. RXN SMILES: [CH3:52][CH2:53][CH2:54][CH2:55][CH2:56][CH3:57].[CH:1]([CH3:2])([CH3:3])[n:4]1[n:5][c:6](-[c:11]2[c:12](-[c:29]3[cH:30][cH:31][cH:32][cH:33][cH:34]3)[n:13][c:14]([NH:19][CH2:20][c:21]3[cH:22][cH:23][c:24]([O:27][CH3:28])[cH:25][cH:26]3)[c:15]([C:17]#[N:18])[n:16]2)[cH:7][cH:8][c:9]1=[O:10].[Cl:37][CH2:38][c:39]1[cH:40][cH:41][c:42]([O:45][CH3:46])[cH:43][cH:44]1.[Cl:48][CH:49]([Cl:50])[Cl:51].[H-:36].[Na+:35].[OH2:47]>>[CH:1]([CH3:2])([CH3:3])[n:4]1[n:5][c:6](-[c:11]2[c:12](-[c:29]3[cH:30][cH:31][cH:32][cH:33][cH:34]3)[n:13][c:14]([N:19]([CH2:20][c:21]3[cH:22][cH:23][c:24]([O:27][CH3:28])[cH:25][cH:26]3)[CH2:38][c:39]3[cH:40][cH:41][c:42]([O:45][CH3:46])[cH:43][cH:44]3)[c:15]([C:17]#[N:18])[n:16]2)[cH:7][cH:8][c:9]1=[O:10].